From a dataset of the Open Reaction Database (ORD), a public repository of structured organic reaction records. describe an organic reaction: reactants, conditions, products, and yield Starting materials: C(C)OC(=O)C1=NC(=NC(=C1[N+](=O)[O-])NC1=C(C=CC=C1)OC)Cl.C(C)(C)(C)OC(=O)N1C[C@H](CC1)NC1=NC(=C(C(=N1)C(=O)OCC)[N+](=O)[O-])NC1=C(C=CC=C1)OC ((S)-Ethyl 2-(1-(tert-butoxycarbonyl)pyrrolidin-3-ylamino)-6-(2-methoxyphenylamino)-5-nitropyrimidine-4-carboxylate Ethyl 2-chloro-6-(2-methoxyphenylamino)-5-nitropyrimidine-4-carboxylate), C(=O)(OC(C)(C)C)N1CC(CC1)N (1-boc-3-aminopyrrolidine), C(C)(C)N(CC)C(C)C (diisopropylethylamine). Run in CN(C=O)C (dimethylformamide). Yields the product COC1=C(C=CC=C1)N1C2=NC(=NC(=C2NC1=O)C(=O)N)N[C@@H]1CNCC1 ((S)-9-(2-METHOXYPHENYL)-8-OXO-2-(PYRROLIDIN-3-YLAMINO)-8,9-DIHYDRO-7H-PURINE-6-CARBOXAMIDE). The yield is 134.7%. Reaction SMILES: [CH2:1]([O:3]C(C1C([N+]([O-])=O)=C(NC2C=CC=CC=2OC)N=C(Cl)N=1)=O)C.C(OC([N:32]1[CH2:36][CH2:35][C@H:34]([NH:37][C:38]2[N:43]=[C:42]([C:44](OCC)=[O:45])[C:41]([N+:49]([O-])=O)=[C:40]([NH:52][C:53]3[CH:58]=[CH:57][CH:56]=[CH:55][C:54]=3[O:59][CH3:60])[N:39]=2)[CH2:33]1)=O)(C)(C)C.C([N:68]1CCC(N)C1)(OC(C)(C)C)=O.C(N(C(C)C)CC)(C)C>CN(C)C=O>[CH3:60][O:59][C:54]1[CH:55]=[CH:56][CH:57]=[CH:58][C:53]=1[N:52]1[C:1](=[O:3])[NH:49][C:41]2[C:40]1=[N:39][C:38]([NH:37][C@H:34]1[CH2:35][CH2:36][NH:32][CH2:33]1)=[N:43][C:42]=2[C:44]([NH2:68])=[O:45] |f:0.1|. Reported procedure: (S)-Ethyl 2-(1-(tert-butoxycarbonyl)pyrrolidin-3-ylamino)-6-(2-methoxyphenylamino)-5-nitropyrimidine-4-carboxylate Ethyl 2-chloro-6-(2-methoxyphenylamino)-5-nitropyrimidine-4-carboxylate (See Example 30.A) (0.300 g, 0.852 mmol), (S) 1-boc-3-aminopyrrolidine (0.190 g, 1.022 mmol) and diisopropylethylamine (0.164 g., 1.27 mmol) were reacted according to General Procedure C, except at room temperature and in dimethylformamide (5 ml). The crude reaction mixture was condensed and purified using Biota... Reactants: CCCCBr, CCC=C(C)C(O)CCCCC, Cc1ccccc1, [H-], [Na+], O. The product is CCC=C(C)C(CCCCC)OCCCC. Reaction SMILES: [CH2:15]([CH2:16][CH2:17][CH3:18])[Br:19].[CH3:1][C:2](=[CH:3][CH2:4][CH3:5])[CH:6]([CH2:7][CH2:8][CH2:9][CH2:10][CH3:11])[OH:12].[CH3:21][c:22]1[cH:23][cH:24][cH:25][cH:26][cH:27]1.[H-:13].[Na+:14].[OH2:20]>>[CH3:1][C:2](=[CH:3][CH2:4][CH3:5])[CH:6]([CH2:7][CH2:8][CH2:9][CH2:10][CH3:11])[O:12][CH2:15][CH2:16][CH2:17][CH3:18]. The reactants are N1=C(C=CC2=CC=CC=C12)COC1=CC=C(C=O)C=C1 (4-(2-quinolinylmethyloxy)benzaldehyde), [Cl-].C(#N)C1=CC=C(C[P+](C2=CC=CC=C2)(C2=CC=CC=C2)C2=CC=CC=C2)C=C1 ((4-cyanobenzyl)triphenylphosphonium chloride), [H-].[Na+] (NaH), resultant mixture, ice water. Solvent: CN(C)C=O (DMF), CN(C)C=O (DMF). Conditions: temperature 0 celsius, time 15 minute. Yields the product N1=C(C=CC2=CC=CC=C12)COC1=CC=C(C=CC2=CC=C(C#N)C=C2)C=C1 (4-(4-(2-quinolinylmethyloxy)styryl)benzonitrile). As a reaction SMILES: [Cl-].[C:2]([C:4]1[CH:29]=[CH:28][C:7]([CH2:8][P+](C2C=CC=CC=2)(C2C=CC=CC=2)C2C=CC=CC=2)=[CH:6][CH:5]=1)#[N:3].[H-].[Na+].[N:32]1[C:41]2[C:36](=[CH:37][CH:38]=[CH:39][CH:40]=2)[CH:35]=[CH:34][C:33]=1[CH2:42][O:43][C:44]1[CH:51]=[CH:50][C:47]([CH:48]=O)=[CH:46][CH:45]=1>CN(C=O)C>[N:32]1[C:41]2[C:36](=[CH:37][CH:38]=[CH:39][CH:40]=2)[CH:35]=[CH:34][C:33]=1[CH2:42][O:43][C:44]1[CH:45]=[CH:46][C:47]([CH:48]=[CH:8][C:7]2[CH:6]=[CH:5][C:4]([C:2]#[N:3])=[CH:29][CH:28]=2)=[CH:50][CH:51]=1 |f:0.1,2.3|. Procedure details: A suspension of 5.51 g (13.29 mmol) of (4-cyanobenzyl)triphenylphosphonium chloride in 100 ml of dry DMF under positive nitrogen atmosphere is cooled to 0° C. and 0.50 g (20.77 mmol) of an 80% NaH in oil dispersion is added in small portions. The suspension is aged for 15 minutes at 0° C. followed by 45 minutes at room temperature to assure complete anion formation. The flask is cooled back to 0° C. and 3.5 g (13.29 mmol) of 4-(2-quinolinylmethyloxy)benzaldehyde in 20 ml of DMF is dropped in ove... The reactants are ClC1=C(C(=O)NCC2(CCCCCC2)O)C=C(C=C1)C=O (2-chloro-5-formyl-N-(1-hydroxy-cycloheptylmethyl)-benzamide), [OH-].[NH4+] (ammonium hydroxide), C1(=CC=C(C=C1)S(=O)(=O)CN=C=O)C (p-Toluenesufonylmethylisocyanate), N1CCNCC1 (piperazine). Solvent: C(C)(=O)OCC (ethyl acetate), O (water), C1CCOC1 (THF). Run at time 5 day. Yields the product ClC1=C(C(=O)NCC2(CCCCCC2)O)C=C(C=C1)C=1N=CNC1 (2-Chloro-N-(1-hydroxy-cycloheptylmethyl)-5-(1H-imidazol-4-yl)-benzamide). Isolated yield 21.6%. As a reaction SMILES: [Cl:1][C:2]1[CH:19]=[CH:18][C:17](C=O)=[CH:16][C:3]=1[C:4]([NH:6][CH2:7][C:8]1([OH:15])[CH2:14][CH2:13][CH2:12][CH2:11][CH2:10][CH2:9]1)=[O:5].[OH-].[NH4+].C1(C)C=CC(S(CN=C=O)(=O)=O)=CC=1.[NH:38]1[CH2:43][CH2:42][NH:41][CH2:40]C1>C1COCC1.C(OCC)(=O)C.O>[Cl:1][C:2]1[CH:19]=[CH:18][C:17]([C:43]2[N:38]=[CH:40][NH:41][CH:42]=2)=[CH:16][C:3]=1[C:4]([NH:6][CH2:7][C:8]1([OH:15])[CH2:14][CH2:13][CH2:12][CH2:11][CH2:10][CH2:9]1)=[O:5] |f:1.2|. Procedure details: A solution of 2-chloro-5-formyl-N-(1-hydroxy-cycloheptylmethyl)-benzamide (50 mg, 0.16 mmol) and ammonium hydroxide (0.5 mL, 0.44 mmol) in THF (5 mL) was stirred at room temperature for 6 h. p-Toluenesufonylmethylisocyanate (21 mg, 0.11 mmol) and piperazine (14 mg, 0.16 mmol) were added and the mixture was stirred at room temperature for 5 d. The mixture was diluted with ethyl acetate and water. The organic layer was washed with brine, dried over sodium sulfate, filtered and concentrated in vacu... The reactants are Oc1c(Cl)ccc(Br)c1F, O=C([O-])[O-], CN(C)C=O, O=C([O-])C(F)(F)Cl, Cl, [K+], [K+], [Na+], [Na+], [OH-], O. The product is Fc1c(Br)ccc(Cl)c1OC(F)F. Reaction SMILES: [Br:1][c:2]1[c:3]([F:10])[c:4]([OH:9])[c:5]([Cl:8])[cH:6][cH:7]1.[C:19](=[O:20])([O-:21])[O-:22].[CH3:28][N:29]([CH3:30])[CH:31]=[O:32].[Cl:11][C:12]([C:13]([O-:14])=[O:15])([F:16])[F:17].[ClH:25].[K+:23].[K+:24].[Na+:18].[Na+:27].[OH-:26].[OH2:33]>>[Br:1][c:2]1[c:3]([F:10])[c:4]([O:9][CH:12]([F:16])[F:17])[c:5]([Cl:8])[cH:6][cH:7]1.